Dataset: the Open Reaction Database (ORD), a public repository of structured organic reaction records. Task: describe an organic reaction: reactants, conditions, products, and yield Reactants: ClCCl (dichloromethane), [OH-].[Na+] (sodium hydroxide), N1C=NC=C1 (imidazole), ClC1=NC(=NC(=N1)N(C)C)N1CCOCC1 (2-chloro-4-dimethylamino-6-morpholino-1,3,5-triazine). The solvent is O (water), CN(C)C=O (DMF). Conditions: time 45 minute. Product: N1(C=NC=C1)C1=NC(=NC(=N1)N(C)C)N1CCOCC1 (2-(1-Imidazolyl)-4-dimethylamino-6-morpholino-1,3,5-triazine). The yield is 91.3%. RXN SMILES: Cl[C:2]1[N:7]=[C:6]([N:8]([CH3:10])[CH3:9])[N:5]=[C:4]([N:11]2[CH2:16][CH2:15][O:14][CH2:13][CH2:12]2)[N:3]=1.[OH-].[Na+].[NH:19]1[CH:23]=[CH:22][N:21]=[CH:20]1.ClCCl>CN(C=O)C.O>[N:19]1([C:2]2[N:7]=[C:6]([N:8]([CH3:10])[CH3:9])[N:5]=[C:4]([N:11]3[CH2:16][CH2:15][O:14][CH2:13][CH2:12]3)[N:3]=2)[CH:23]=[CH:22][N:21]=[CH:20]1 |f:1.2|. Procedure: The obtained 2-chloro-4-dimethylamino-6-morpholino-1,3,5-triazine 492mg (2.02 mmol) was dissolved in DMF (20 ml), added with sodium hydroxide (182 mg, 4.55 mmol) and imidazole (308 mg, 4.52 mmol) and stirred at 110° C.-120° C. for 45 minutes. The reaction mixture was evaporated under reduced pressure. The residue obtained was added with dichloromethane and water, and then was shaken for mixing. The organic layer was separated from the mixture, washed with water and dried over anhydrous magnesium... Reactants: S(C)C (SMe2), C(=O)([O-])[O-].[Na+].[Na+] (Na2CO3), BrC1=CC(=C(C(=O)NC2CC2)C=C1)C (4-bromo-N-cyclopropyl-2-methyl-benzamide), BrC1=CC(=C(C(=O)NC2CC2)C=C1)C (4-bromo-N-cyclopropyl-2-methyl-benzamide). Solvent: C1CCOC1 (THF). Conditions: temperature 60 celsius, time 17 hour. Product: BrC1=CC(=C(CNC2CC2)C=C1)C ((4-Bromo-2-methyl-benzyl)-cyclopropyl-amine), EtOAc—hexanes. Yield: 10.0%. Reaction SMILES: [Br:1][C:2]1[CH:13]=[CH:12][C:5]([C:6]([NH:8][CH:9]2[CH2:11][CH2:10]2)=O)=[C:4]([CH3:14])[CH:3]=1.S(C)C.C([O-])([O-])=O.[Na+].[Na+]>C1COCC1>[Br:1][C:2]1[CH:13]=[CH:12][C:5]([CH2:6][NH:8][CH:9]2[CH2:10][CH2:11]2)=[C:4]([CH3:14])[CH:3]=1 |f:2.3.4|. Reported procedure: To a solution of 4-bromo-N-cyclopropyl-2-methyl-benzamide (Intermediate 157, 1.81 g, 7.12 mmols) in THF (12 mL) was added BH3.SMe2 (1.08 g, 14.24 mmols). The solution was heated to 60° C. for 6 hours, cooled to room temperature and carefully treated with saturated aqueous Na2CO3 (30 mL) and stirred for 17 hours. This mixture was extracted with EtOAc and the combined organic layers were washed with H2O, saturated aqueous NaCl before being dried (MgSO4) and concentrated under reduced pressure. The... The reactants are NS(=O)(=O)CCC(NC(=O)OCc1ccccc1)C(=O)O, CC(C)(C)NC(=O)C1CC(Cl)CN1C(=O)C(O)C(N)Cc1ccccc1. Yields the product CC(C)(C)NC(=O)C1CC(Cl)CN1C(=O)C(O)C(Cc1ccccc1)NC(=O)C(CCS(N)(=O)=O)NC(=O)OCc1ccccc1. RXN SMILES: [CH2:27]([c:28]1[cH:29][cH:30][cH:31][cH:32][cH:33]1)[O:34][C:35](=[O:36])[NH:37][CH:38]([C:39](=[O:40])[OH:41])[CH2:42][CH2:43][S:44]([NH2:45])(=[O:46])=[O:47].[NH2:1][CH:2]([CH:3]([C:4](=[O:5])[N:6]1[CH:7]([C:8](=[O:9])[NH:10][C:11]([CH3:12])([CH3:13])[CH3:14])[CH2:15][CH:16]([Cl:18])[CH2:17]1)[OH:19])[CH2:20][c:21]1[cH:22][cH:23][cH:24][cH:25][cH:26]1>>[NH:1]([CH:2]([CH:3]([C:4](=[O:5])[N:6]1[CH:7]([C:8](=[O:9])[NH:10][C:11]([CH3:12])([CH3:13])[CH3:14])[CH2:15][CH:16]([Cl:18])[CH2:17]1)[OH:19])[CH2:20][c:21]1[cH:22][cH:23][cH:24][cH:25][cH:26]1)[C:39]([CH:38]([NH:37][C:35]([O:34][CH2:27][c:28]1[cH:29][cH:30][cH:31][cH:32][cH:33]1)=[O:36])[CH2:42][CH2:43][S:44]([NH2:45])(=[O:46])=[O:47])=[O:40]. Reactants: C(C(=O)Cl)(=O)Cl (Oxalyl chloride), ClCCCC(C(=O)O)(C)C (5-chloro-2,2-dimethylpentanoic acid). Reagents/catalysts: CN(C)C=O (DMF). Solvent: C(Cl)(Cl)Cl (chloroform). Conditions: time 1 hour. Yields the product ClCCCC(C(=O)Cl)(C)C (5-chloro-2,2-dimethylpentanoic acid chloride). RXN SMILES: C(Cl)(=O)C([Cl:4])=O.[Cl:7][CH2:8][CH2:9][CH2:10][C:11]([CH3:16])([CH3:15])[C:12](O)=[O:13]>CN(C=O)C.C(Cl)(Cl)Cl>[Cl:7][CH2:8][CH2:9][CH2:10][C:11]([CH3:16])([CH3:15])[C:12]([Cl:4])=[O:13]. Procedure details: Oxalyl chloride (888 mg, 7 mmols) was added to a chloroform (10 ml) solution of the resulting carboxylic acid (0.9 g, 5 mmols) and DMF (catalytic amount, 1 drop), and stirred at room temperature for 1 hour. The reaction mixture was concentrated to obtain 5-chloro-2,2-dimethylpentanoic acid chloride. Starting materials: C(C)(C)(C)OC(N[C@@H]1CN(C[C@H]1C1=CC(=C(C=C1)Cl)F)CC1=CC=CC=C1)=O ([(3S,4R)-1-Benzyl-4-(4-chloro-3-fluoro-phenyl)-pyrrolidin-3-yl]-carbamic acid tert-butyl ester), [H-].[Na+] (NaH), IC (iodomethane). Run in CN(C)C=O (DMF), CN(C)C=O (DMF). Run at temperature 60 celsius, time 1 hour. Product: C(C)(C)(C)OC(N(C)[C@@H]1CN(C[C@H]1C1=CC(=C(C=C1)Cl)F)CC1=CC=CC=C1)=O ([(3S,4R)-1-Benzyl-4-(4-chloro-3-fluoro-phenyl)-pyrrolidin-3-yl]-methyl-carbamic acid tert-butyl ester). RXN SMILES: [C:1]([O:5][C:6](=[O:28])[NH:7][C@H:8]1[C@H:12]([C:13]2[CH:18]=[CH:17][C:16]([Cl:19])=[C:15]([F:20])[CH:14]=2)[CH2:11][N:10]([CH2:21][C:22]2[CH:27]=[CH:26][CH:25]=[CH:24][CH:23]=2)[CH2:9]1)([CH3:4])([CH3:3])[CH3:2].[H-].[Na+].I[CH3:32]>CN(C=O)C>[C:1]([O:5][C:6](=[O:28])[N:7]([C@H:8]1[C@H:12]([C:13]2[CH:18]=[CH:17][C:16]([Cl:19])=[C:15]([F:20])[CH:14]=2)[CH2:11][N:10]([CH2:21][C:22]2[CH:27]=[CH:26][CH:25]=[CH:24][CH:23]=2)[CH2:9]1)[CH3:32])([CH3:4])([CH3:2])[CH3:3] |f:1.2|. Reported procedure: A mixture of 5.7 g (14.1 mmol) [(3S,4R)-1-Benzyl-4-(4-chloro-3-fluoro-phenyl)-pyrrolidin-3-yl]-carbamic acid tert-butyl ester, 676 mg (17 mmol) NaH (55%) in DMF was stirred for 20 minutes at room temperature and 1 h at 60° C. 3 g (21 mmol) iodomethane in DMF was added and the mixture was stirred at 60° C. for 1 h and evaporated. The residue was taken up in ethyl acetate and water, the organic layer washed with brine and back-extracted with ethyl acetate. The combined organic layers were dried wi... Starting materials: BrC1=CC(=CC(=C1)[N+](=O)[O-])Br (1,3-dibromo-5-nitrobenzene), [OH-].[K+] (potassium hydroxide), COC=1C=CC(=CC1)CO (p-methoxybenzyl alcohol). The reagents and catalysts are [Br-].C(CCC)[N+](CCCC)(CCCC)CCCC (tetrabutylammonium bromide). The solvent is CN(C(N(C)C)=O)C (tetramethyl urea), CN(C(N(C)C)=O)C (TMU). Reaction conditions: time 48 hour. Product: BrC=1C=C(C=C(C1)Br)OCC1=CC=C(C=C1)OC (3,5-dibromo-1-p-methoxy-benzyloxybenzene). The yield is 74.4%. RXN SMILES: [Br:1][C:2]1[CH:7]=[C:6]([N+]([O-])=O)[CH:5]=[C:4]([Br:11])[CH:3]=1.[OH-].[K+].[CH3:14][O:15][C:16]1[CH:17]=[CH:18][C:19]([CH2:22][OH:23])=[CH:20][CH:21]=1>[Br-].C([N+](CCCC)(CCCC)CCCC)CCC.CN(C)C(=O)N(C)C>[Br:1][C:2]1[CH:7]=[C:6]([O:23][CH2:22][C:19]2[CH:18]=[CH:17][C:16]([O:15][CH3:14])=[CH:21][CH:20]=2)[CH:5]=[C:4]([Br:11])[CH:3]=1 |f:1.2,4.5|. Reported procedure: 1,3-dibromo-5-nitrobenzene (30.0 g, 107 mmol), freshly powdered potassium hydroxide (10.8 g, 192 mmol) and tetrabutylammonium bromide (3.42 g, 10.7 mmol) were dissolved in tetramethyl urea (TMU, 90 mL). A solution of p-methoxybenzyl alcohol (17.8 g, 128 mmol) in TMU (30 mL) was added drop-wise at room temperature over a period of 1 h. The mixture was stirred for 48 h at room temperature. The reaction mixture was poured on ice (160 g) and was extracted with tert-butylmethyl ether (4×200 mL). The ...